This data is from the Open Reaction Database (ORD), a public repository of structured organic reaction records. The task is: describe an organic reaction: reactants, conditions, products, and yield Reactants: 49.86, FC1=CC=C(C=C1)C(C(C)C)=O (1-(4-fluorophenyl)-2-methylpropan-1-one), C(C(C)C)(=O)Cl (isobutyryl chloride), FC1=CC=CC=C1 (fluorobenzene), ice water, N1CCCCC1 (piperidine), C([O-])([O-])=O.[K+].[K+] (potassium carbonate). Solvent: CS(=O)C (dimethyl sulfoxide). Run at temperature 110 celsius, time 16 hour. Product: CC(C(=O)C1=CC=C(C=C1)N1CCCCC1)C (2-Methyl-1-(4-piperidinophenyl)-propan-1-one). As a reaction SMILES: F[C:2]1[CH:7]=[CH:6][C:5]([C:8](=[O:12])[CH:9]([CH3:11])[CH3:10])=[CH:4][CH:3]=1.C(Cl)(=O)C(C)C.FC1C=CC=CC=1.[NH:26]1[CH2:31][CH2:30][CH2:29][CH2:28][CH2:27]1.C(=O)([O-])[O-].[K+].[K+]>CS(C)=O>[CH3:10][CH:9]([CH3:11])[C:8]([C:5]1[CH:6]=[CH:7][C:2]([N:26]2[CH2:31][CH2:30][CH2:29][CH2:28][CH2:27]2)=[CH:3][CH:4]=1)=[O:12] |f:4.5.6|. Procedure: 49.86 (0.30 mol) of 1-(4-fluorophenyl)-2-methylpropan-1-one, prepared by a Friedel-Crafts reaction from isobutyryl chloride with fluorobenzene analogously to European Patent Application No. 3,002, and 25.5 g (0.30 mol) of piperidine are dissolved in 120 ml of dimethyl sulfoxide, and the solution is heated to 110° C. together with 41.5 g (0.30 mol) of potassium carbonate. After 16 hours of stirring at 110° C. the suspension is cooled down and is poured onto an ice-water mixture. The crystals are ... The reactants are CC(C)(C)OC(=O)N1CCCC1C=O, Cl[Mg]c1ccccc1. Yields the product CC(C)(C)OC(=O)N1CCCC1C(=O)c1ccccc1. RXN SMILES: [C:9](=[O:10])([O:11][C:12]([CH3:13])([CH3:14])[CH3:15])[N:16]1[CH:17]([CH:18]=[O:19])[CH2:20][CH2:21][CH2:22]1.[Cl:1][Mg:2][c:3]1[cH:4][cH:5][cH:6][cH:7][cH:8]1>>[c:3]1([C:18]([CH:17]2[N:16]([C:9](=[O:10])[O:11][C:12]([CH3:13])([CH3:14])[CH3:15])[CH2:22][CH2:21][CH2:20]2)=[O:19])[cH:4][cH:5][cH:6][cH:7][cH:8]1. Run at temperature -10 celsius, time 45 minute. RXN SMILES: [CH3:1][O:2][C:3]([CH:5]([NH2:16])[CH2:6][C:7]1[C:15]2[C:10](=[CH:11][CH:12]=[CH:13][CH:14]=2)[NH:9][CH:8]=1)=[O:4].C([N-]C(C)C)(C)C.[Li+].[CH3:25][Si:26]([CH2:29][CH2:30]OCCl)([CH3:28])[CH3:27].C1C[O:37][CH2:36]C1>>[CH3:1][O:2][C:3](=[O:4])[CH:5]([CH2:6][C:7]1[C:15]2[C:10](=[CH:11][CH:12]=[CH:13][CH:14]=2)[NH:9][CH:8]=1)[NH:16][CH2:36][O:37][CH:29]([Si:26]([CH3:25])([CH3:27])[CH3:28])[CH3:30] |f:1.2|. Yield: 44.0%. Procedure details: A solution of DL-tryptophan methyl esterbenzaldimine (4.0 g, 13 mmol) in 30 mL THF was added over 15 minutes to a mixture of 20.2 mL lithiumdiisopropylamide (10% suspension in hexan) and 70 mL dry THF, cooled to -10° C. under nitrogen atmosphere. The stirring was continued for an additional 45 minutes, keeping the temperature at -10° C. A solution of trimethylsilylethoxymethylchloride (2.2 g, 13.2 mmol) in 5 mL THF was added and the mixture stirred overnight at room temperature. The reaction mix... The reactants are COC(=O)C(CC1=CNC2=CC=CC=C21)N (DL-tryptophan methyl), C(C)(C)[N-]C(C)C.[Li+] (lithiumdiisopropylamide), C1CCOC1 (THF), C1CCOC1 (THF), C[Si](C)(C)CCOCCl (trimethylsilylethoxymethylchloride), C1CCOC1 (THF). Product: COC(C(NCOC(C)[Si](C)(C)C)CC1=CNC2=CC=CC=C12)=O (α-trimethylsilylethoxymethyl-DL-tryptophan methyl ester).